describe an organic reaction: reactants, conditions, products, and yield From a dataset of the Open Reaction Database (ORD), a public repository of structured organic reaction records. Reactants: CNC1=NC=C(C(=C1)N1CCN(CC1)C)[N+](=O)[O-] (N-methyl-4-(4-methylpiperazin-1-yl)-5-nitro-pyridin-2-amine). Reagents/catalysts: [Pd] (Pd). Run in CO (methanol). Run at time 8 hour. The product is CNC1=NC=C(C(=C1)N1CCN(CC1)C)N (N2-methyl-4-(4-methylpiperazin-1-yl)pyridine-2,5-diamine). Yield: 80.8%. As a reaction SMILES: [CH3:1][NH:2][C:3]1[CH:8]=[C:7]([N:9]2[CH2:14][CH2:13][N:12]([CH3:15])[CH2:11][CH2:10]2)[C:6]([N+:16]([O-])=O)=[CH:5][N:4]=1>CO.[Pd]>[CH3:1][NH:2][C:3]1[CH:8]=[C:7]([N:9]2[CH2:14][CH2:13][N:12]([CH3:15])[CH2:11][CH2:10]2)[C:6]([NH2:16])=[CH:5][N:4]=1. Procedure details: N-methyl-4-(4-methylpiperazin-1-yl)-5-nitro-pyridin-2-amine (243 mg, 0.9670 mmol) was dissolved in methanol (10 mL) and Pd on C, wet, Degussa (50 mg, 0.4698 mmol) was added. The reaction was evacuated and filled with hydrogen three times and left to stir at RT overnight. The catalyst was filtered off and the solvent was removed under reduced pressure to yield N2-methyl-4-(4-methylpiperazin-1-yl)pyridine-2,5-diamine (173 mg, 81%). MS (ES+) 222.1.